This data is from the Open Reaction Database (ORD), a public repository of structured organic reaction records. The task is: describe an organic reaction: reactants, conditions, products, and yield Reactants: COC(C(C(CC(=O)OC)=O)=NNC1=CC(=C(C=C1)OC)OC)=O (2-[(3,4-Dimethoxy-phenyl)-hydrazono]-3-oxo-pentanedioic acid dimethyl ester), C1CCCCC1 (cyclohexane). Run in C1=CC(=CC=C1Cl)Cl (dichlorobenzene). The product is COC(=O)C1=NN(C(C=C1O)=O)C1=CC(=C(C=C1)OC)OC (1-(3,4-Dimethoxy-phenyl)-4-hydroxy-6-oxo-1,6-dihydro-pyridazine-3-carboxylic acid methyl ester). The yield is 65.2%. As a reaction SMILES: [CH3:1][O:2][C:3](=[O:24])[C:4](=[N:12][NH:13][C:14]1[CH:19]=[CH:18][C:17]([O:20][CH3:21])=[C:16]([O:22][CH3:23])[CH:15]=1)[C:5](=[O:11])[CH2:6][C:7](OC)=[O:8].C1CCCCC1>C1C(Cl)=CC=C(Cl)C=1>[CH3:1][O:2][C:3]([C:4]1[C:5]([OH:11])=[CH:6][C:7](=[O:8])[N:13]([C:14]2[CH:19]=[CH:18][C:17]([O:20][CH3:21])=[C:16]([O:22][CH3:23])[CH:15]=2)[N:12]=1)=[O:24]. Reported procedure: The hydrazone (28) (500 mg) was dissolved in dichlorobenzene and heated to reflux in a sealed tube for 4 hours. The reaction was allowed to cool and cyclohexane was added dropwise to crystallize the desired product. Filtration and drying in vacuo yielded the desired dihydropyridazine ester (29) (295 mg) as a solid. MS+: m/e=307.0 (M+H).